The task is: describe an organic reaction: reactants, conditions, products, and yield. This data is from the Open Reaction Database (ORD), a public repository of structured organic reaction records. Starting materials: FC(OC1=CC=C(C=C1)N1N=C(C=C1CCC=O)CCC)(F)F (3-(1-(4-trifluoromethoxyphenyl)-3-propyl-1H-pyrazol-5-yl)propanal), FC1=C(C=CC=C1)N1CCNCC1 (1-(2-fluorophenyl)piperazine), [BH-](OC(=O)C)(OC(=O)C)OC(=O)C.[Na+] (NaBH(OAc)3). Product: FC1=C(C=CC=C1)N1CCN(CC1)CCCC1=CC(=NN1C1=CC=C(C=C1)OC(F)(F)F)CCC (1-(2-fluorophenyl)-4-(3-(1-(4-trifluoromethoxyphenyl)-3-propyl-1H-pyrazol-5-yl)propyl)piperazine). Reaction SMILES: [F:1][C:2]([F:23])([F:22])[O:3][C:4]1[CH:9]=[CH:8][C:7]([N:10]2[C:14]([CH2:15][CH2:16][CH:17]=O)=[CH:13][C:12]([CH2:19][CH2:20][CH3:21])=[N:11]2)=[CH:6][CH:5]=1.[F:24][C:25]1[CH:30]=[CH:29][CH:28]=[CH:27][C:26]=1[N:31]1[CH2:36][CH2:35][NH:34][CH2:33][CH2:32]1.[BH-](OC(C)=O)(OC(C)=O)OC(C)=O.[Na+]>>[F:24][C:25]1[CH:30]=[CH:29][CH:28]=[CH:27][C:26]=1[N:31]1[CH2:36][CH2:35][N:34]([CH2:17][CH2:16][CH2:15][C:14]2[N:10]([C:7]3[CH:8]=[CH:9][C:4]([O:3][C:2]([F:23])([F:22])[F:1])=[CH:5][CH:6]=3)[N:11]=[C:12]([CH2:19][CH2:20][CH3:21])[CH:13]=2)[CH2:33][CH2:32]1 |f:2.3|. Procedure: 100 mg (80.6%) of target compound was obtained by using a method same as in Example 1 by using 3-(1-(4-trifluoromethoxyphenyl)-3-propyl-1H-pyrazol-5-yl)propanal (82.5 mg, 0.253 mmol), 1-(2-fluorophenyl)piperazine (60 mL, 0.379 mmol), and NaBH(OAc)3 (198 mg, 0.936 mmol). The reactants are COc1c(C)c(C)c(OC)c(Oc2ccc([N+](=O)[O-])cc2)c1C, CCO. Yields the product COc1c(C)c(C)c(OC)c(Oc2ccc(N)cc2)c1C. RXN SMILES: [CH3:1][O:2][c:3]1[c:4]([O:14][c:15]2[cH:16][cH:17][c:18]([N+:21]([O-:22])=[O:23])[cH:19][cH:20]2)[c:5]([CH3:13])[c:6]([O:11][CH3:12])[c:7]([CH3:10])[c:8]1[CH3:9].[CH3:24][CH2:25][OH:26]>>[CH3:1][O:2][c:3]1[c:4]([O:14][c:15]2[cH:16][cH:17][c:18]([NH2:21])[cH:19][cH:20]2)[c:5]([CH3:13])[c:6]([O:11][CH3:12])[c:7]([CH3:10])[c:8]1[CH3:9]. Conditions: temperature 110 celsius, time 1 hour. Yield: 96.6%. Reported procedure: 1.80 g of 5-(4-chlorophenyl)-6-methyl-4-(2,3,5-trifluorophenyl)-2H-pyridazin-3-one and 10 g of phosphorus oxychloride were mixed and stirred at 110° C. for 1 hour. The reaction mixture was allowed to cool down to room temperature and concentrated under reduced pressure. To the residue was added ethyl acetate and ice water, and was separated to two layer. The organic layer was washed sequentially with water and saturated brine, and dried over anhydrous sodium sulfate, then, concentrated under red... As a reaction SMILES: [Cl:1][C:2]1[CH:7]=[CH:6][C:5]([C:8]2[C:13]([CH3:14])=[N:12][NH:11][C:10](=O)[C:9]=2[C:16]2[CH:21]=[C:20]([F:22])[CH:19]=[C:18]([F:23])[C:17]=2[F:24])=[CH:4][CH:3]=1.P(Cl)(Cl)([Cl:27])=O>>[Cl:27][C:10]1[N:11]=[N:12][C:13]([CH3:14])=[C:8]([C:5]2[CH:6]=[CH:7][C:2]([Cl:1])=[CH:3][CH:4]=2)[C:9]=1[C:16]1[CH:21]=[C:20]([F:22])[CH:19]=[C:18]([F:23])[C:17]=1[F:24]. Yields the product ClC=1N=NC(=C(C1C1=C(C(=CC(=C1)F)F)F)C1=CC=C(C=C1)Cl)C (3-chloro-5-(4-chlorophenyl)-6-methyl-4-(2,3,5-trifluorophenyl)pyridazine). The reactants are ClC1=CC=C(C=C1)C1=C(C(NN=C1C)=O)C1=C(C(=CC(=C1)F)F)F (5-(4-chlorophenyl)-6-methyl-4-(2,3,5-trifluorophenyl)-2H-pyridazin-3-one), P(=O)(Cl)(Cl)Cl (phosphorus oxychloride). Reactants: CC(=O)OCC(C)n1ccc2c(NC(=O)Cc3ccc(F)c(C(F)(F)F)c3)c(Cl)ccc2c1=O, O=C([O-])[O-], CO, CS(C)=O, [K+], [K+], O. Product: CC(CO)n1ccc2c(NC(=O)Cc3ccc(F)c(C(F)(F)F)c3)c(Cl)ccc2c1=O. RXN SMILES: [C:1](=[O:2])([CH3:3])[O:4][CH2:5][CH:6]([CH3:7])[n:8]1[c:9](=[O:34])[c:10]2[cH:11][cH:12][c:13]([Cl:33])[c:14]([NH:18][C:19]([CH2:20][c:21]3[cH:22][c:23]([C:28]([F:29])([F:30])[F:31])[c:24]([F:27])[cH:25][cH:26]3)=[O:32])[c:15]2[cH:16][cH:17]1.[C:35](=[O:36])([O-:37])[O-:38].[CH3:41][OH:42].[CH3:44][S:45]([CH3:46])=[O:47].[K+:39].[K+:40].[OH2:43]>>[OH:4][CH2:5][CH:6]([CH3:7])[n:8]1[c:9](=[O:34])[c:10]2[cH:11][cH:12][c:13]([Cl:33])[c:14]([NH:18][C:19]([CH2:20][c:21]3[cH:22][c:23]([C:28]([F:29])([F:30])[F:31])[c:24]([F:27])[cH:25][cH:26]3)=[O:32])[c:15]2[cH:16][cH:17]1. Reactants: CC(=O)OC(C)=O, CO, [K+], [K+], NC1CCN(Cc2ccn3ncnc(Nc4ccc5c(cnn5Cc5cccc(F)c5)c4)c23)CC1, O=C([O-])[O-]. Product: CC(=O)NC1CCN(Cc2ccn3ncnc(Nc4ccc5c(cnn5Cc5cccc(F)c5)c4)c23)CC1. As a reaction SMILES: [CH3:1][C:2]([O:3][C:5]([CH3:6])=[O:7])=[O:4].[CH3:49][OH:50].[K+:43].[K+:44].[NH2:8][CH:9]1[CH2:10][CH2:11][N:12]([CH2:15][c:16]2[cH:17][cH:18][n:19]3[n:20][cH:21][n:22][c:23]([NH:25][c:26]4[cH:27][c:28]5[cH:29][n:30][n:31]([CH2:35][c:36]6[cH:37][c:38]([F:42])[cH:39][cH:40][cH:41]6)[c:32]5[cH:33][cH:34]4)[c:24]23)[CH2:13][CH2:14]1.[O-:45][C:46]([O-:47])=[O:48]>>[C:5]([CH3:6])(=[O:7])[NH:8][CH:9]1[CH2:10][CH2:11][N:12]([CH2:15][c:16]2[cH:17][cH:18][n:19]3[n:20][cH:21][n:22][c:23]([NH:25][c:26]4[cH:27][c:28]5[cH:29][n:30][n:31]([CH2:35][c:36]6[cH:37][c:38]([F:42])[cH:39][cH:40][cH:41]6)[c:32]5[cH:33][cH:34]4)[c:24]23)[CH2:13][CH2:14]1. RXN SMILES: [C:1]([CH3:2])([CH3:3])([CH3:4])[c:5]1[n:6][c:7](-[c:10]2[o:11][c:12]3[c:13]([cH:14]2)[cH:15][c:16]([O:19][CH2:20][c:21]2[c:22]([C:27](=[O:28])[OH:29])[cH:23][cH:24][cH:25][cH:26]2)[cH:17][cH:18]3)[s:8][cH:9]1.[CH3:30][c:31]1[c:32]([S:37](=[O:38])(=[O:39])[NH2:40])[cH:33][cH:34][cH:35][cH:36]1.[CH3:42][N:43]([CH3:44])[CH2:45][CH2:46][CH2:47][N:48]=[C:49]=[N:50][CH2:51][CH3:52].[CH3:53][CH2:54][OH:55].[CH3:56][N:57]([CH3:58])[c:59]1[cH:60][cH:61][n:62][cH:63][cH:64]1.[CH3:65][N:66]([CH3:67])[CH:68]=[O:69].[ClH:41]>>[C:1]([CH3:2])([CH3:3])([CH3:4])[c:5]1[n:6][c:7](-[c:10]2[o:11][c:12]3[c:13]([cH:14]2)[cH:15][c:16]([O:19][CH2:20][c:21]2[c:22]([C:27](=[O:28])[NH:40][S:37]([c:32]4[c:31]([CH3:30])[cH:36][cH:35][cH:34][cH:33]4)(=[O:38])=[O:39])[cH:23][cH:24][cH:25][cH:26]2)[cH:17][cH:18]3)[s:8][cH:9]1. The product is Cc1ccccc1S(=O)(=O)NC(=O)c1ccccc1COc1ccc2oc(-c3nc(C(C)(C)C)cs3)cc2c1. Reactants: CC(C)(C)c1csc(-c2cc3cc(OCc4ccccc4C(=O)O)ccc3o2)n1, Cc1ccccc1S(N)(=O)=O, CCN=C=NCCCN(C)C, CCO, CN(C)c1ccncc1, CN(C)C=O, Cl. The reactants are CC(C)CON, COC(=O)C(=O)c1ccc(S(C)(=O)=O)c(Cl)c1, CO, Cl. The product is COC(=O)C(=NOCC(C)C)c1ccc(S(C)(=O)=O)c(Cl)c1. RXN SMILES: [CH2:19]([CH:20]([CH3:21])[CH3:22])[O:23][NH2:24].[CH3:1][O:2][C:3]([C:4](=[O:5])[c:6]1[cH:7][c:8]([Cl:16])[c:9]([S:12](=[O:13])(=[O:14])[CH3:15])[cH:10][cH:11]1)=[O:17].[CH3:25][OH:26].[ClH:18]>>[CH3:1][O:2][C:3]([C:4]([c:6]1[cH:7][c:8]([Cl:16])[c:9]([S:12](=[O:13])(=[O:14])[CH3:15])[cH:10][cH:11]1)=[N:24][O:23][CH2:19][CH:20]([CH3:21])[CH3:22])=[O:17].